describe an organic reaction: reactants, conditions, products, and yield From a dataset of the Open Reaction Database (ORD), a public repository of structured organic reaction records. Starting materials: O=C([O-])[O-], CCOC(=O)C(C)(Cc1ccc(O)cc1)Oc1ccccc1, Cc1ccc(S(=O)(=O)OCCc2nc(-c3cccc(-c4cccs4)c3)oc2C)cc1, CCOC(C)=O, [Cs+], [Cs+], CN(C)C=O. The product is CCOC(=O)C(C)(Cc1ccc(OCCc2nc(-c3cccc(-c4cccs4)c3)oc2C)cc1)Oc1ccccc1. Reaction SMILES: [C:53](=[O:54])([O-:55])[O-:56].[CH2:1]([CH3:2])[O:3][C:4]([C:5]([CH2:6][c:7]1[cH:8][cH:9][c:10]([OH:13])[cH:11][cH:12]1)([O:14][c:15]1[cH:16][cH:17][cH:18][cH:19][cH:20]1)[CH3:21])=[O:22].[CH3:23][c:24]1[c:25]([CH2:40][CH2:41][O:42][S:43]([c:44]2[cH:45][cH:46][c:47]([CH3:48])[cH:49][cH:50]2)(=[O:51])=[O:52])[n:26][c:27](-[c:29]2[cH:30][c:31](-[c:35]3[s:36][cH:37][cH:38][cH:39]3)[cH:32][cH:33][cH:34]2)[o:28]1.[CH3:64][CH2:65][O:66][C:67](=[O:68])[CH3:69].[Cs+:57].[Cs+:58].[O:59]=[CH:60][N:61]([CH3:62])[CH3:63]>>[CH2:1]([CH3:2])[O:3][C:4]([C:5]([CH2:6][c:7]1[cH:8][cH:9][c:10]([O:13][CH2:41][CH2:40][c:25]2[c:24]([CH3:23])[o:28][c:27](-[c:29]3[cH:30][c:31](-[c:35]4[s:36][cH:37][cH:38][cH:39]4)[cH:32][cH:33][cH:34]3)[n:26]2)[cH:11][cH:12]1)([O:14][c:15]1[cH:16][cH:17][cH:18][cH:19][cH:20]1)[CH3:21])=[O:22]. Starting materials: C#CCCCC (1-hexyne), C1=CCCCC1 (cyclohexene), B (borane), C1(CCCCC1)BC1CCCCC1 (dicyclohexylborane). Solvent: O1CCCC1 (THF), O1CCCC1 (tetrahydrofuran). Conditions: time 1 hour. Product: C(=C\CCCC)/B(C1CCCCC1)C1CCCCC1 ((E)-1-hexen-1-yldicyclohexylborane). Reaction SMILES: [CH:1]1[CH2:6][CH2:5][CH2:4][CH2:3][CH:2]=1.B.[CH:8]1([BH:14][CH:15]2[CH2:20][CH2:19][CH2:18][CH2:17][CH2:16]2)[CH2:13][CH2:12][CH2:11][CH2:10][CH2:9]1.C#CCCCC>O1CCCC1>[CH:15](/[B:14]([CH:8]1[CH2:9][CH2:10][CH2:11][CH2:12][CH2:13]1)[CH:1]1[CH2:6][CH2:5][CH2:4][CH2:3][CH2:2]1)=[CH:16]\[CH2:17][CH2:18][CH2:19][CH3:20]. Procedure: A solution of 64 g (785.0 mmol) of cyclohexene in 20 ml of tetrahydrofuran (THF) is added to 392.5 ml (392.5 mmol) of borane (1 M solution in THF) at -15°, after which the solution is stirred at 0°-5° for 1 hour to prepare dicyclohexylborane. This is cooled to -15° and 32 g (392.5 mmol) of 1-hexyne in 10 ml of THF is added dropwise. After addition is completed the reaction mixture is stirred at 0°-5° for 2.5 hours to yield a solution of (E)-1-hexen-1-yldicyclohexylborane. Run at time 2 hour. Run in C1CCOC1 (THF). Procedure details: cis-(Octahydro-quinolin-1-yl)-(5-piperidin-4-yl-thiophen-3-yl)-methanone (CC-159) (0.072 g, 0.21 mmol) was dissolved in dry THF (5 mL) and DIPEA (0.66 mmol) was added followed by 2,2,2-trifluoroethyltrifluoromethanesulphonate (0.26 mmol) and the resulting mixture stirred for 2 hours. 2,2,2-Trifluoroethyltrifluoromethanesulphonate (0.26 mmol) was added and the mixture refluxed overnight. The solvent was evaporated and the resulting gum was purified by HPLC eluting with 10%-98% acetonitrile in wat... Reactants: FC(COS(=O)(=O)C(F)(F)F)(F)F (2,2,2-Trifluoroethyltrifluoromethanesulphonate), N1(CCC[C@@H]2CCCC[C@H]12)C(=O)C1=CSC(=C1)C1CCNCC1 (cis-(Octahydro-quinolin-1-yl)-(5-piperidin-4-yl-thiophen-3-yl)-methanone), FC(COS(=O)(=O)C(F)(F)F)(F)F (2,2,2-trifluoroethyltrifluoromethanesulphonate), CCN(C(C)C)C(C)C (DIPEA). The yield is 68.9%. RXN SMILES: [N:1]1([C:11]([C:13]2[CH:17]=[C:16]([CH:18]3[CH2:23][CH2:22][NH:21][CH2:20][CH2:19]3)[S:15][CH:14]=2)=[O:12])[C@@H:10]2[C@@H:5]([CH2:6][CH2:7][CH2:8][CH2:9]2)[CH2:4][CH2:3][CH2:2]1.CCN(C(C)C)C(C)C.[F:33][C:34]([F:45])([F:44])[CH2:35]OS(C(F)(F)F)(=O)=O>C1COCC1>[N:1]1([C:11]([C:13]2[CH:17]=[C:16]([CH:18]3[CH2:19][CH2:20][N:21]([CH2:35][C:34]([F:45])([F:44])[F:33])[CH2:22][CH2:23]3)[S:15][CH:14]=2)=[O:12])[C@@H:10]2[C@@H:5]([CH2:6][CH2:7][CH2:8][CH2:9]2)[CH2:4][CH2:3][CH2:2]1. Yields the product N1(CCC[C@@H]2CCCC[C@H]12)C(=O)C1=CSC(=C1)C1CCN(CC1)CC(F)(F)F (cis-(Octahydro-quinolin-1-yl)-{5-[1-(2,2,2-trifluoro-ethyl)-piperidin-4-yl]-thiophen-3-yl}-methanone). Starting materials: ClC1=C(C(=NC=C1)N1N=CC=2C=3CCCCC3SC2C1=O)C=O (4-Chloro-2-{6-oxo-8-thia-4,5-diazatricyclo[7.4.0.02,7]trideca-1(9),2(7),3-trien-5-yl}pyridine-3-carbaldehyde), CN1C=C(C=C(C1=O)NC1=NC=C(C=C1)N1[C@@H](CN(CC1)C1COC1)C)C1=CC=NC(=C1C=O)N1C(C=2N(C=3CCCCC3C2)C=C1)=O ((R)-4-(1-Methyl-5-(5-(2-methyl-4-(oxetan-3-yl)piperazin-1-yl)pyridin-2-ylamino)-6-oxo-1,6-dihydropyridin-3-yl)-2-(1-oxo-6,7,8,9-tetrahydropyrazino[1,2-a]indol-2(1H)-yl)nicotinaldehyde), [O-]P(=O)([O-])[O-].[K+].[K+].[K+] (K3PO4), C(C)(=O)[O-].[Na+] (sodium acetate). The reagents and catalysts are C1=CC=C(C=C1)P([C-]2C=CC=C2)C3=CC=CC=C3.C1=CC=C(C=C1)P([C-]2C=CC=C2)C3=CC=CC=C3.Cl[Pd]Cl.[Fe+2] (PdCl2(dppf)). The solvent is O (water), C(C)#N (acetonitrile). Conditions: temperature 100 celsius. The product is CN1C=C(C=C(C1=O)NC1=NC=C(C=C1)N1[C@@H](CN(CC1)C1COC1)C)C1=C(C(=NC=C1)N1N=CC=2C=3CCCCC3SC2C1=O)C=O (4-[1-Methyl-5-({5-[(2R)-2-methyl-4-(oxetan-3-yl)piperazin-1-yl]pyridin-2-yl}amino)-6-oxo-1,6-dihydropyridin-3-yl]-2-{6-oxo-8-thia-4,5-diazatricyclo[7.4.0.02,7]trideca-1(9),2(7),3-trien-5-yl}pyridine-3-carbaldehyde). The yield is 70.2%. Reaction SMILES: Cl[C:2]1[CH:7]=[CH:6][N:5]=[C:4]([N:8]2[C:20](=[O:21])[C:19]3[S:18][C:17]4[CH2:16][CH2:15][CH2:14][CH2:13][C:12]=4[C:11]=3[CH:10]=[N:9]2)[C:3]=1[CH:22]=[O:23].[CH3:24][N:25]1[C:30](=[O:31])[C:29]([NH:32][C:33]2[CH:38]=[CH:37][C:36]([N:39]3[CH2:44][CH2:43][N:42]([CH:45]4[CH2:48][O:47][CH2:46]4)[CH2:41][C@H:40]3[CH3:49])=[CH:35][N:34]=2)=[CH:28][C:27](C2C(C=O)=C(N3C=CN4C5CCCCC=5C=C4C3=O)N=CC=2)=[CH:26]1.[O-]P([O-])([O-])=O.[K+].[K+].[K+].C([O-])(=O)C.[Na+]>C1C=CC(P(C2C=CC=CC=2)[C-]2C=CC=C2)=CC=1.C1C=CC(P(C2C=CC=CC=2)[C-]2C=CC=C2)=CC=1.Cl[Pd]Cl.[Fe+2].O.C(#N)C>[CH3:24][N:25]1[C:30](=[O:31])[C:29]([NH:32][C:33]2[CH:38]=[CH:37][C:36]([N:39]3[CH2:44][CH2:43][N:42]([CH:45]4[CH2:46][O:47][CH2:48]4)[CH2:41][C@H:40]3[CH3:49])=[CH:35][N:34]=2)=[CH:28][C:27]([C:2]2[CH:7]=[CH:6][N:5]=[C:4]([N:8]3[C:20](=[O:21])[C:19]4[S:18][C:17]5[CH2:16][CH2:15][CH2:14][CH2:13][C:12]=5[C:11]=4[CH:10]=[N:9]3)[C:3]=2[CH:22]=[O:23])=[CH:26]1 |f:2.3.4.5,6.7,8.9.10.11|. Procedure: A 100-mL round-bottomed flask equipped with a reflux condenser was charged with 4-chloro-2-{6-oxo-8-thia-4,5-diazatricyclo[7.4.0.02,6]trideca-1(9),2(7),3-trien-5-yl}pyridine-3-carbaldehyde 124a (84 mg, 0.24 mmol), (R)-1-methyl-3-(5-(2-methyl-4-(oxetan-3-yl)piperazin-1-yl)pyridin-2-ylamino)-5-(4,4,5,5-tetramethyl-1,3,2-dioxaborolan-2-yl)pyridin-2(1H)-one 151g (173 mg, 0.36 mmol), PdCl2(dppf) (20 mg, 0.024 mmol), K3PO4 (100 mg, 0.48 mmol), sodium acetate (40 mg, 0.48 mmol), acetonitrile (20 mL), a... Reactants: CC(C)O, Cc1ccc2c(Cl)nccc2c1[N+](=O)[O-], O=C(O)C(F)(F)F, N#Cc1ccc(N)cc1. Product: Cc1ccc2c(Nc3ccc(C#N)cc3)nccc2c1[N+](=O)[O-]. Reaction SMILES: [CH:32]([OH:33])([CH3:34])[CH3:35].[Cl:10][c:11]1[n:12][cH:13][cH:14][c:15]2[c:16]([N+:22](=[O:23])[O-:24])[c:17]([CH3:21])[cH:18][cH:19][c:20]12.[F:25][C:26]([F:27])([F:28])[C:29]([OH:30])=[O:31].[NH2:1][c:2]1[cH:3][cH:4][c:5]([C:6]#[N:7])[cH:8][cH:9]1>>[NH:1]([c:2]1[cH:3][cH:4][c:5]([C:6]#[N:7])[cH:8][cH:9]1)[c:11]1[n:12][cH:13][cH:14][c:15]2[c:16]([N+:22](=[O:23])[O-:24])[c:17]([CH3:21])[cH:18][cH:19][c:20]12. Starting materials: [Li]CCCC, CCCCCC, CCO, C[Si](C)(C)N[Si](C)(C)C, ClCCl, Cl, [H][H], C1CCOC1, COC(=O)CC(CCC(=O)OCc1ccccc1)NC(=O)OC(C)(C)C. Yields the product CC(C)(C)OC(=O)NC1CCC(=O)C1. Reaction SMILES: [CH2:1]([Li:2])[CH2:3][CH2:4][CH3:5].[CH3:44][CH2:45][CH2:46][CH2:47][CH2:48][CH3:49].[CH3:58][CH2:59][OH:60].[CH3:6][Si:7]([CH3:8])([CH3:9])[NH:10][Si:11]([CH3:12])([CH3:13])[CH3:14].[Cl:55][CH2:56][Cl:57].[ClH:41].[H:42][H:43].[O:50]1[CH2:51][CH2:52][CH2:53][CH2:54]1.[c:15]1([CH2:16][O:17][C:18](=[O:19])[CH2:24][CH2:25][CH:26]([CH2:27][C:28](=[O:21])[O:30][CH3:20])[NH:32][C:33](=[O:34])[O:35][C:36]([CH3:37])([CH3:38])[CH3:39])[cH:22][cH:23][cH:29][cH:31][cH:40]1>>[CH2:24]1[CH2:25][CH:26]([NH:32][C:33](=[O:34])[O:35][C:36]([CH3:37])([CH3:38])[CH3:39])[CH2:27][C:28]1=[O:30].